describe an organic reaction: reactants, conditions, products, and yield From a dataset of the Open Reaction Database (ORD), a public repository of structured organic reaction records. The reactants are COC(C1=C(C=CC=C1)CN1C(S\C(\C1=O)=C/C=1C=C2C=NN(C2=CC1)CC1=C(C=C(C=C1)Cl)C(F)(F)F)=O)=O (2-{[(5Z)-5-({1-[4-chloro-2-(trifluoromethyl)benzyl]-1H-indazol-5-yl}methylidene)-2,4-dioxo-1,3-thiazolidin-3-yl]methyl}benzoic acid methyl ester), C(O)CN (ethanolamine). Product: ClC1=CC(=C(CN2N=CC3=CC(=CC=C23)\C=C/2\C(N(C(S2)=O)CC2=C(C(=O)O)C=CC=C2)=O)C=C1)C(F)(F)F (2-{[(5Z)-5-({1-[4-Chloro-2-(trifluoromethyl)benzyl]-1H-indazol-5-yl}methylidene)-2,4-dioxo-1,3-thiazolidin-3-yl]methyl}benzoic acid). Reaction SMILES: C[O:2][C:3](=[O:40])[C:4]1[CH:9]=[CH:8][CH:7]=[CH:6][C:5]=1[CH2:10][N:11]1[C:15](=[O:16])/[C:14](=[CH:17]/[C:18]2[CH:19]=[C:20]3[C:24](=[CH:25][CH:26]=2)[N:23]([CH2:27][C:28]2[CH:33]=[CH:32][C:31]([Cl:34])=[CH:30][C:29]=2[C:35]([F:38])([F:37])[F:36])[N:22]=[CH:21]3)/[S:13][C:12]1=[O:39].C(CN)O>>[Cl:34][C:31]1[CH:32]=[CH:33][C:28]([CH2:27][N:23]2[C:24]3[C:20](=[CH:19][C:18](/[CH:17]=[C:14]4/[C:15](=[O:16])[N:11]([CH2:10][C:5]5[CH:6]=[CH:7][CH:8]=[CH:9][C:4]=5[C:3]([OH:40])=[O:2])[C:12](=[O:39])[S:13]/4)=[CH:26][CH:25]=3)[CH:21]=[N:22]2)=[C:29]([C:35]([F:37])([F:36])[F:38])[CH:30]=1. Procedure details: 2-{[(5Z)-5-({1-[4-Chloro-2-(trifluoromethyl)benzyl]-1H-indazol-5-yl}methylidene)-2,4-dioxo-1,3-thiazolidin-3-yl]methyl}benzoic acid was prepared from 2-{[(5Z)-5-({1-[4-chloro-2-(trifluoromethyl)benzyl]-1H-indazol-5-yl}methylidene)-2,4-dioxo-1,3-thiazolidin-3-yl]methyl}benzoic acid methyl ester following General Procedure 0 and converted to the corresponding ethanolamine salt following General Procedure T. As a reaction SMILES: [NH2:1][C:2](=[S:10])[CH:3]([CH3:9])[C:4]([O:6][CH2:7][CH3:8])=[O:5].Cl[CH2:12][C:13](=O)[CH3:14].C([O-])(O)=O.[Na+]>CN(C=O)C>[CH3:14][C:13]1[N:1]=[C:2]([CH:3]([CH3:9])[C:4]([O:6][CH2:7][CH3:8])=[O:5])[S:10][CH:12]=1 |f:2.3|. Product: CC=1N=C(SC1)C(C(=O)OCC)C (Ethyl 2-(4-methyl-1,3-thiazol-2-yl)propanoate). Yield: 92.9%. Run in CN(C)C=O (DMF). Reactants: NC(C(C(=O)OCC)C)=S (Ethyl 3-amino-2-methyl-3-thioxopropanoate), ClCC(C)=O (chloroacetone), C(=O)(O)[O-].[Na+] (NaHCO3). Reaction conditions: temperature 80 celsius, time 5 hour. Procedure: A mixture of Intermediate 103 (6.6 g, 40.9 mmol) and chloroacetone (FLUKA, 3.27 mL, 40.9 mmol) in DMF (50 mL) was stirred at 80° C. for 5 h. Reaction mixture was cooled to room temperature, treated with NaHCO3 (150 mL) and extracted with ethyl ether (2×200 mL). Organic layer was washed with brine, dried over Na2SO4 and evaporated to give title compound (7.57 g, 38.0 mmol, 93% yield) as yellow oil. 1H NMR (300 MHz, DMSO-d6) δ ppm: 7.19 (s, 1H), 4.23-4.06 (m, 3H), 2.31 (s, 3H), 1.48 (d, 3H), 1.16 ... Starting materials: [Br-], CC[Mg+], COc1cc2nccc(Oc3c(F)cccc3C=O)c2cc1OC, C1CCOC1, O. Product: CCC(O)c1cccc(F)c1Oc1ccnc2cc(OC)c(OC)cc12. RXN SMILES: [Br-:25].[CH2:26]([CH3:27])[Mg+:28].[CH3:1][O:2][c:3]1[cH:4][c:5]2[c:6]([O:15][c:16]3[c:17]([CH:18]=[O:19])[cH:20][cH:21][cH:22][c:23]3[F:24])[cH:7][cH:8][n:9][c:10]2[cH:11][c:12]1[O:13][CH3:14].[O:30]1[CH2:31][CH2:32][CH2:33][CH2:34]1.[OH2:29]>>[CH3:1][O:2][c:3]1[cH:4][c:5]2[c:6]([O:15][c:16]3[c:17]([CH:18]([OH:19])[CH2:26][CH3:27])[cH:20][cH:21][cH:22][c:23]3[F:24])[cH:7][cH:8][n:9][c:10]2[cH:11][c:12]1[O:13][CH3:14]. The reactants are C(C)(C)NC1=NC=NC2=CC(=C(C=C12)OC)O (4-(Isopropylamino)-6-methoxyquinazolin-7-ol), BrCC=1C=C(C=CC1)S(=O)(=NC(=O)OCC)CC ((RS)-S-[3-(bromomethyl)phenyl]-N-(ethoxycarbonyl)-S-ethylsulphoximide), C([O-])([O-])=O.[K+].[K+] (potassium carbonate). The solvent is CC(=O)C (acetone), C(C)(=O)OCC (ethyl acetate). Product: C(C)OC(=O)N=S(=O)(C1=CC(=CC=C1)COC1=C(C=C2C(=NC=NC2=C1)NC(C)C)OC)CC ((RS)-N-(Ethoxycarbonyl)-S-ethyl-S-[3-({[4-(isopropylamino)-6-methoxy-quinazolin-7-yl]oxy}methyl)phenyl]sulphoximide). The yield is 62.0%. As a reaction SMILES: [CH:1]([NH:4][C:5]1[C:14]2[C:9](=[CH:10][C:11]([OH:17])=[C:12]([O:15][CH3:16])[CH:13]=2)[N:8]=[CH:7][N:6]=1)([CH3:3])[CH3:2].Br[CH2:19][C:20]1[CH:21]=[C:22]([S:26]([CH2:34][CH3:35])(=[N:28][C:29]([O:31][CH2:32][CH3:33])=[O:30])=[O:27])[CH:23]=[CH:24][CH:25]=1.C(=O)([O-])[O-].[K+].[K+]>CC(C)=O.C(OCC)(=O)C>[CH2:32]([O:31][C:29]([N:28]=[S:26]([CH2:34][CH3:35])([C:22]1[CH:23]=[CH:24][CH:25]=[C:20]([CH2:19][O:17][C:11]2[CH:10]=[C:9]3[C:14]([C:5]([NH:4][CH:1]([CH3:3])[CH3:2])=[N:6][CH:7]=[N:8]3)=[CH:13][C:12]=2[O:15][CH3:16])[CH:21]=1)=[O:27])=[O:30])[CH3:33] |f:2.3.4|. Procedure: 4-(Isopropylamino)-6-methoxyquinazolin-7-ol (50 mg, 0.21 mmol) and (RS)-S-[3-(bromomethyl)phenyl]-N-(ethoxycarbonyl)-S-ethylsulphoximide (108 mg, 0.32 mmol) are suspended in 5.0 mL of acetone. After addition of potassium carbonate (55 mg, 0.4 mmol), the reaction mixture is refluxed for 6 hours. The batch is diluted with ethyl acetate and the organic phase is washed with water and dried over sodium sulphate to leave, after removal of the solvent and also after chromatographic purification (silica... Starting materials: BrC=1C=C(C=CC1)N1C(NCC2=C1N=CC=C2)=O (1-(m-bromophenyl)-2-oxo-1,2,3,4-tetrahydropyrido[2,3-d]pyrimidine), CN(C=O)C (dimethylformamide), [H-].[Na+] (sodium hydride), C(C#C)Br (propargyl bromide). Solvent: O (water). Run at time 30 minute. The product is BrC=1C=C(C=CC1)N1C(N(CC2=C1N=CC=C2)CC#C)=O (1-(m-bromophenyl)-3-propargyl-2-oxo-1,2,3,4-tetrahydropyrido[2,3-d]pyrimidine). Isolated yield 85.9%. Reaction SMILES: [Br:1][C:2]1[CH:3]=[C:4]([N:8]2[C:13]3[N:14]=[CH:15][CH:16]=[CH:17][C:12]=3[CH2:11][NH:10][C:9]2=[O:18])[CH:5]=[CH:6][CH:7]=1.CN(C)C=O.[H-].[Na+].[CH2:26](Br)[C:27]#[CH:28]>O>[Br:1][C:2]1[CH:3]=[C:4]([N:8]2[C:13]3[N:14]=[CH:15][CH:16]=[CH:17][C:12]=3[CH2:11][N:10]([CH2:28][C:27]#[CH:26])[C:9]2=[O:18])[CH:5]=[CH:6][CH:7]=1 |f:2.3|. Procedure: To a solution of 3.0 g of 1-(m-bromophenyl)-2-oxo-1,2,3,4-tetrahydropyrido[2,3-d]pyrimidine and 100 ml of dry dimethylformamide was added 0.6 g of 50% sodium hydride and the mixture was stirred for 30 minutes. To this was further added 3.5 g of propargyl bromide and the whole was reacted for one hour at room temperature. After the reaction was complete, the solvent was distilled off from the reaction mixture under reduced pressure. The residue thus obtained was diluted with water to release an o... Reactants: CSC=1S\C(\C(N1)=O)=C/C=1C=C2C=CC=NC2=CC1 (2-methylsulfanyl-5-[1-quinolin-6-yl-meth-(Z)-ylidene]-thiazol-4-one), C1=CC=C(C=C1)[C@H](CO)N ((R)-(−)-phenylglycinol), CCN(C(C)C)C(C)C (DIEA). Yields the product OC[C@@H](C1=CC=CC=C1)NC=1S\C(\C(N1)=O)=C/C=1C=C2C=CC=NC2=CC1 (2-((R)-2-hydroxy-1-phenyl-ethylamino)-5-[1-quinolin-6-yl-meth-(Z)-ylidene]-thiazol-4-one). As a reaction SMILES: CS[C:3]1[S:4]/[C:5](=[CH:9]\[C:10]2[CH:11]=[C:12]3[C:17](=[CH:18][CH:19]=2)[N:16]=[CH:15][CH:14]=[CH:13]3)/[C:6](=[O:8])[N:7]=1.[CH:20]1[CH:25]=[CH:24][C:23]([C@@H:26]([NH2:29])[CH2:27][OH:28])=[CH:22][CH:21]=1.CCN(C(C)C)C(C)C>>[OH:28][CH2:27][C@H:26]([NH:29][C:3]1[S:4]/[C:5](=[CH:9]\[C:10]2[CH:11]=[C:12]3[C:17](=[CH:18][CH:19]=2)[N:16]=[CH:15][CH:14]=[CH:13]3)/[C:6](=[O:8])[N:7]=1)[C:23]1[CH:24]=[CH:25][CH:20]=[CH:21][CH:22]=1. Reported procedure: Similar procedure as described in example 1b was used, starting from 2-methylsulfanyl-5-[1-quinolin-6-yl-meth-(Z)-ylidene]-thiazol-4-one, (R)-(−)-phenylglycinol and DIEA to give 2-((R)-2-hydroxy-1-phenyl-ethylamino)-5-[1-quinolin-6-yl-meth-(Z)-ylidene]-thiazol-4-one. LC-MS m/e 376 (MH+).